From a dataset of the Open Reaction Database (ORD), a public repository of structured organic reaction records. describe an organic reaction: reactants, conditions, products, and yield Reactants: C(C1=CC=CC=C1)OC([C@@H](NC([C@@H](NC([C@H]1NC(CC1)=O)=O)CC1=CNC=N1)=O)CC1=CNC2=CC=CC=C12)=O (N-[N-(5-oxo-L-prolyl)-L-histidyl]-L-tryptophan benzyl ester). The reagents and catalysts are [Pd] (palladium on carbon). Run in C(C)(=O)O (acetic acid). Run at time 16 hour. Yields the product O=C1CC[C@H](N1)C(=O)N[C@@H](CC1=CNC=N1)C(=O)N[C@@H](CC1=CNC2=CC=CC=C12)C(=O)O (N-[N-(5-Oxo-L-Prolyl)-L-Histidyl]-L-Tryptophan). As a reaction SMILES: C([O:8][C:9](=[O:40])[C@H:10]([CH2:30][C:31]1[C:39]2[C:34](=[CH:35][CH:36]=[CH:37][CH:38]=2)[NH:33][CH:32]=1)[NH:11][C:12](=[O:29])[C@H:13]([CH2:23][C:24]1[N:28]=[CH:27][NH:26][CH:25]=1)[NH:14][C:15](=[O:22])[C@@H:16]1[CH2:20][CH2:19][C:18](=[O:21])[NH:17]1)C1C=CC=CC=1>[Pd].C(O)(=O)C>[O:21]=[C:18]1[NH:17][C@H:16]([C:15]([NH:14][C@H:13]([C:12]([NH:11][C@H:10]([C:9]([OH:40])=[O:8])[CH2:30][C:31]2[C:39]3[C:34](=[CH:35][CH:36]=[CH:37][CH:38]=3)[NH:33][CH:32]=2)=[O:29])[CH2:23][C:24]2[N:28]=[CH:27][NH:26][CH:25]=2)=[O:22])[CH2:20][CH2:19]1. Reported procedure: A mixture of N-[N-(5-oxo-L-prolyl)-L-histidyl]-L-tryptophan benzyl ester (Ex. 1, 0.300 g, 0.555 mmol) and 5 percent palladium on carbon (0.060 g) in glacial acetic acid (30 ml) is stirred rapidly under an atmosphere of hydrogen for 16 hours at room temperature. The mixture is filtered through diatomaceous earth ("Celite") and the filtrate is concentrated under reduced pressure. The residue is dissolved in methanol (10 ml) and diethyl ether (100 ml) is slowly added with vigorous stirring. The pre... The reactants are FC=1C=CC(=C(C1)C=NC(=C)O[Si](C)(C)C)C (1-(5-fluoro-2-methyl-phenyl)-3-trimethylsilyoxy-2-aza-1,3-butadiene), C(C)(C)(C)OC(=O)N1C(\C(\C2=CC=C(C=C12)Cl)=C/C1=C(C=CC(=C1)Cl)OCC1(COC1)C)=O (Z-6-Chloro-3-[5-chloro-2-(3-methyl-oxetan-3-ylmethoxy)-benzylidene]-2-oxo-2,3-dihydro-indole-1-carboxylic acid tert-butyl ester). Run in C1(=CC=CC=C1)C (toluene). Run at temperature 140 celsius, time 3 hour. Yields the product ClC1=CC=C2C(=C1)NC(C21C(NC(CC1C1=C(C=CC(=C1)Cl)OCC1(COC1)C)=O)C1=C(C=CC(=C1)F)C)=O (Racemic (2′S,3S,4′R)-6-chloro-4′-[5-chloro-2-(3-methyl-oxetan-3-ylmethoxy)-phenyl]-2′-(5-fluoro-2-methyl-phenyl)-spiro[3H-indole-3,3′-piperidine]-2,6′(1H)-dione). Isolated yield 1.5%. Reaction SMILES: [F:1][C:2]1[CH:3]=[CH:4][C:5]([CH3:17])=[C:6]([CH:8]=[N:9][C:10]([O:12][Si](C)(C)C)=[CH2:11])[CH:7]=1.C(OC([N:25]1[C:33]2[C:28](=[CH:29][CH:30]=[C:31]([Cl:34])[CH:32]=2)/[C:27](=[CH:35]/[C:36]2[CH:41]=[C:40]([Cl:42])[CH:39]=[CH:38][C:37]=2[O:43][CH2:44][C:45]2([CH3:49])[CH2:48][O:47][CH2:46]2)/[C:26]1=[O:50])=O)(C)(C)C>C1(C)C=CC=CC=1>[Cl:34][C:31]1[CH:32]=[C:33]2[NH:25][C:26](=[O:50])[C:27]3([CH:35]([C:36]4[CH:41]=[C:40]([Cl:42])[CH:39]=[CH:38][C:37]=4[O:43][CH2:44][C:45]4([CH3:49])[CH2:48][O:47][CH2:46]4)[CH2:12][C:10](=[O:11])[NH:9][CH:8]3[C:6]3[CH:7]=[C:2]([F:1])[CH:3]=[CH:4][C:5]=3[CH3:17])[C:28]2=[CH:29][CH:30]=1. Reported procedure: To a solution of 1-(5-fluoro-2-methyl-phenyl)-3-trimethylsilyoxy-2-aza-1,3-butadiene (7.1 mmol) in anhydrous toluene (7 mL) was added E/Z-6-Chloro-3-[5-chloro-2-(3-methyl-oxetan-3-ylmethoxy)-benzylidene]-2-oxo-2,3-dihydro-indole-1-carboxylic acid tert-butyl ester (0.7 g, 1.4 mmol). The solution was stirred under Ar in a sealed tube at 140° C. for 3 h. After the solution was cooled to room temperature and concentrated, the residue was purified by chromatography (DCM:CH3OH=50:1) to give crude prod... Reactants: NC1CCC(CC1)NC1=NC(=NC(=N1)NC1CCC(CC1)N)Cl (N,N′-bis-(4-amino-cyclohexyl)-6-chloro-[1,3,5]triazine-2,4-diamine), C(C)(C)(C)OC(N[C@H]1CN(CC1)C(NC1CCC(CC1)NC(=O)OC(C)(C)C)=O)=O ([(R)-1-(4-tert-butoxycarbonylamino-cyclohexylcarbamoyl)-pyrrolidin-3-yl]-carbamic acid tert-butyl ester). Yields the product NC1CCC(CC1)NC(=O)N1C[C@@H](CC1)N ((R)-3-Amino-pyrrolidine-1-carboxylic acid (4-amino-cyclohexyl)-amide). Reaction SMILES: NC1CCC(NC2N=C(NC3CCC(N)CC3)N=C(Cl)N=2)CC1.C(OC(=O)[NH:30][C@@H:31]1[CH2:35][CH2:34][N:33]([C:36](=[O:52])[NH:37][CH:38]2[CH2:43][CH2:42][CH:41]([NH:44]C(OC(C)(C)C)=O)[CH2:40][CH2:39]2)[CH2:32]1)(C)(C)C>>[NH2:44][CH:41]1[CH2:42][CH2:43][CH:38]([NH:37][C:36]([N:33]2[CH2:34][CH2:35][C@@H:31]([NH2:30])[CH2:32]2)=[O:52])[CH2:39][CH2:40]1. Procedure: (R)-3-Amino-pyrrolidine-1-carboxylic acid (4-amino-cyclohexyl)-amide is prepared analogously to N,N′-bis-(4-amino-cyclohexyl)-6-chloro-[1,3,5]triazine-2,4-diamine (Intermediate IA) by replacing Intermediate IA1 with [(R)-1-(4-tert-butoxycarbonylamino-cyclohexylcarbamoyl)-pyrrolidin-3-yl]-carbamic acid tert-butyl ester (IF2)